This data is from the Open Reaction Database (ORD), a public repository of structured organic reaction records. The task is: describe an organic reaction: reactants, conditions, products, and yield Starting materials: CC1=CC(=C(C=C1C)CC#N)CC#N (4,5-dimethyl-1,2-bis-cyanomethyl-benzene), O.C(=O)C=O (glyoxal hydrate), C(=O)C=O (glyoxal), [OH-].[K+] (potassium hydroxide), [OH-].[K+] (potassium hydroxide), Cl (hydrochloric acid). Run in CO (methanol), CO (methanol). Run at time 5 hour. Product: CC=1C=C2C(=CC=C(C2=CC1C)C#N)C#N (6,7-dimethyl-1,4-di-cyanonaphthalene). The yield is 34.0%. Reaction SMILES: [CH3:1][C:2]1[C:7]([CH3:8])=[CH:6][C:5]([CH2:9][C:10]#[N:11])=[C:4]([CH2:12][C:13]#[N:14])[CH:3]=1.O.[CH:16]([CH:18]=O)=O.C(C=O)=O.[OH-].[K+].Cl>CO>[CH3:8][C:7]1[CH:6]=[C:5]2[C:4](=[CH:3][C:2]=1[CH3:1])[C:12]([C:13]#[N:14])=[CH:18][CH:16]=[C:9]2[C:10]#[N:11] |f:1.2,4.5|. Reported procedure: 17 parts of 4,5-dimethyl-1,2-bis-cyanomethyl-benzene and 7.8 parts of glyoxal hydrate (trimer) (3C2H2O2.2H2O) containing 80% of glyoxal to be liberated, are stirred in 100 parts by volume of methanol. The reaction mixture is treated at 0° to 5° C., with stirring and under nitrogen, with 10.5 parts of powdered potassium hydroxide added by small amounts. After the addition of potassium hydroxide, stirring is continued for a further 5 hours at 0° to 5° C. under nitrogen. The slightly brown coloured... Starting materials: COC(C(=O)C1=CNC2=CC(=CC=C12)C1=CC=NC=C1)=O ((6-(pyridin-4-yl)indol-3-yl)oxoacetic acid methyl ester), C1(=CN2CCCC3=CC=CC1=C23)CC(=O)N (2-(5,6-dihydro-4H-pyrrolo[3,2,1-ij]quinolin-1-yl)acetamide). Yields the product C1(=CN2CCCC3=CC=CC1=C23)C=2C(NC(C2C2=CNC3=CC(=CC=C23)C2=CC=NC=C2)=O)=O (3-(5,6-dihydro-4H-pyrrolo[3,2,1-ij]quinolin-1-yl)-4-(6-(pyridin-4-yl)-1H-indol-3-yl)pyrrole-2,5-dione). Reaction SMILES: C[O:2][C:3](=O)[C:4]([C:6]1[C:14]2[C:9](=[CH:10][C:11]([C:15]3[CH:20]=[CH:19][N:18]=[CH:17][CH:16]=3)=[CH:12][CH:13]=2)[NH:8][CH:7]=1)=O.[C:22]1([CH2:34][C:35]([NH2:37])=[O:36])[C:32]2=[C:33]3[C:28](=[CH:29][CH:30]=[CH:31]2)[CH2:27][CH2:26][CH2:25][N:24]3[CH:23]=1>>[C:22]1([C:34]2[C:35](=[O:36])[NH:37][C:3](=[O:2])[C:4]=2[C:6]2[C:14]3[C:9](=[CH:10][C:11]([C:15]4[CH:16]=[CH:17][N:18]=[CH:19][CH:20]=4)=[CH:12][CH:13]=3)[NH:8][CH:7]=2)[C:32]2=[C:33]3[C:28](=[CH:29][CH:30]=[CH:31]2)[CH2:27][CH2:26][CH2:25][N:24]3[CH:23]=1. Procedure details: Beginning with (6-(pyridin-4-yl)indol-3-yl)oxoacetic acid methyl ester and 2-(5,6-dihydro-4H-pyrrolo[3,2,1-ij]quinolin-1-yl)acetamide, the title compound was prepared essentially as described in Example 1. The reactants are CCC(=O)N(C(=O)OC(C)(C)C)C1CC(n2cnc3c(NCC(c4ccccc4)c4ccccc4)nc(C(=O)OC)nc32)C(O)C1O, CCC(=O)NC1CC(n2cnc3c(NCC(c4ccccc4)c4ccccc4)nc(C(=O)NCCN)nc32)C(O)C1O. Product: CC(C)(C)OC(=O)NC1CC(n2cnc3c(NCC(c4ccccc4)c4ccccc4)nc(C(=O)NCCN)nc32)C(O)C1O. RXN SMILES: [CH3:43][O:44][C:45]([c:46]1[n:47][c:48]2[c:49]([n:50][cH:51][n:52]2[CH:53]2[CH2:54][CH:55]([N:56]([C:57](=[O:58])[O:68][C:69]([CH3:70])([CH3:71])[CH3:72])[C:59](=[O:60])[CH2:61][CH3:62])[CH:63]([OH:64])[CH:65]2[OH:66])[c:67]([NH:73][CH2:74][CH:75]([c:76]2[cH:77][cH:78][cH:79][cH:80][cH:81]2)[c:82]2[cH:83][cH:84][cH:85][cH:86][cH:87]2)[n:88]1)=[O:89].[NH2:1][CH2:2][CH2:3][NH:4][C:5](=[O:6])[c:7]1[n:8][c:9]([NH:28][CH2:29][CH:30]([c:31]2[cH:32][cH:33][cH:34][cH:35][cH:36]2)[c:37]2[cH:38][cH:39][cH:40][cH:41][cH:42]2)[c:10]2[n:11][cH:12][n:13]([CH:16]3[CH:17]([OH:27])[CH:18]([OH:26])[CH:19]([NH:21][C:22]([CH2:23][CH3:24])=[O:25])[CH2:20]3)[c:14]2[n:15]1>>[NH2:1][CH2:2][CH2:3][NH:4][C:5](=[O:6])[c:7]1[n:8][c:9]([NH:28][CH2:29][CH:30]([c:31]2[cH:32][cH:33][cH:34][cH:35][cH:36]2)[c:37]2[cH:38][cH:39][cH:40][cH:41][cH:42]2)[c:10]2[n:11][cH:12][n:13]([CH:16]3[CH:17]([OH:27])[CH:18]([OH:26])[CH:19]([NH:21][C:22](=[O:25])[O:68][C:69]([CH3:70])([CH3:71])[CH3:72])[CH2:20]3)[c:14]2[n:15]1. The reactants are COC(=O)C1C=C(O)c2cc(OC)c(OC)c3c2C1CC(c1ccccc1)C3, CCOC(C)=O, CO, Cl, [H][H]. Product: COC(=O)C1CCc2cc(OC)c(OC)c3c2C1CC(c1ccccc1)C3. Reaction SMILES: [C:1](=[O:2])([O:3][CH3:4])[CH:5]1[CH:6]=[C:7]([OH:28])[c:8]2[cH:9][c:10]([O:26][CH3:27])[c:11]([O:24][CH3:25])[c:12]3[c:17]2[CH:16]1[CH2:15][CH:14]([c:18]1[cH:19][cH:20][cH:21][cH:22][cH:23]1)[CH2:13]3.[CH3:29][CH2:30][O:31][C:32](=[O:33])[CH3:34].[CH3:38][OH:39].[ClH:35].[H:36][H:37]>>[C:1](=[O:2])([O:3][CH3:4])[CH:5]1[CH2:6][CH2:7][c:8]2[cH:9][c:10]([O:26][CH3:27])[c:11]([O:24][CH3:25])[c:12]3[c:17]2[CH:16]1[CH2:15][CH:14]([c:18]1[cH:19][cH:20][cH:21][cH:22][cH:23]1)[CH2:13]3. Starting materials: S1C(=CC=C1)CN1C(C2=CC=CC=C2C1=O)=O (2-(thien-2-ylmethyl)-1H-isoindole-1,3(2H)-dione), ClS(=O)(=O)O (chlorosulfonic acid). Run in C(Cl)Cl (DCM), C(Cl)Cl (DCM). Reaction conditions: temperature -78 celsius, time 2 hour. The product is O=C1N(C(C2=CC=CC=C12)=O)CC1=CC=C(S1)S(=O)(=O)Cl (5-[(1,3-dioxo-1,3-dihydro-2H-isoindol-2-yl)methyl]thiophene-2-sulfonyl chloride). The yield is 67.4%. As a reaction SMILES: [S:1]1[CH:5]=[CH:4][CH:3]=[C:2]1[CH2:6][N:7]1[C:15](=[O:16])[C:14]2[C:9](=[CH:10][CH:11]=[CH:12][CH:13]=2)[C:8]1=[O:17].[Cl:18][S:19](O)(=[O:21])=[O:20]>C(Cl)Cl>[O:16]=[C:15]1[C:14]2[C:9](=[CH:10][CH:11]=[CH:12][CH:13]=2)[C:8](=[O:17])[N:7]1[CH2:6][C:2]1[S:1][C:5]([S:19]([Cl:18])(=[O:21])=[O:20])=[CH:4][CH:3]=1. Procedure details: To a cold (−78° C.) solution of 2-(thien-2-ylmethyl)-1H-isoindole-1,3(2H)-dione (6.78 g, 27.87 mmol) in DCM (56 mL) was added dropwise (in about 10 min) chlorosulfonic acid (16.237 g, 139.3 mmol, 9.33 mL, d: 1.74) diluted in DCM (9.3 mL). The reaction mixture was stirred 2 h at −78° C., then 1 h at −40° C. and overnight at rt. The resulting brown solution was poured on ice. The mixture was extracted with DCM (3×200 mL), and the combined organic layers were washed with water (3×200 mL), dried ove... Reactants: CI, [Na+], [OH-], O, OCC1COc2cccc(O)c2O1. Yields the product COc1cccc2c1OC(CO)CO2. RXN SMILES: [CH3:16][I:17].[Na+:15].[OH-:14].[OH2:18].[OH:1][c:2]1[cH:3][cH:4][cH:5][c:6]2[c:7]1[O:8][CH:9]([CH2:12][OH:13])[CH2:10][O:11]2>>[O:1]([c:2]1[cH:3][cH:4][cH:5][c:6]2[c:7]1[O:8][CH:9]([CH2:12][OH:13])[CH2:10][O:11]2)[CH3:16]. Reactants: OC1CCN(CC1)C(=O)N1CC(CC(C1)C1=CC(=C(C=C1)C)C(F)(F)F)C(=O)O (1-[(4-Hydroxypiperidin-1-yl)carbonyl]-5-[4-methyl-3-(trifluoromethyl)phenyl]piperidine-3-carboxylic acid), ON=C(CS(=O)(=O)C)N (N′-hydroxy -2-(methylsulphonyl)ethanimidamide). The product is OC1CCN(CC1)C(=O)N1CC(CC(C1)C1=CC(=C(C=C1)C)C(F)(F)F)C1=NC(=NO1)CS(=O)(=O)C ((4-Hydroxypiperidin-1-yl) {3-{3-[(methylsulphonyl)methyl]-1,2,4-oxadiazol-5-yl}-5-[4-methyl-3-(trifluoromethyl)phenyl]piperidin-1-yl}methanone). Reaction SMILES: [OH:1][CH:2]1[CH2:7][CH2:6][N:5]([C:8]([N:10]2[CH2:15][CH:14]([C:16]3[CH:21]=[CH:20][C:19]([CH3:22])=[C:18]([C:23]([F:26])([F:25])[F:24])[CH:17]=3)[CH2:13][CH:12]([C:27]([OH:29])=O)[CH2:11]2)=[O:9])[CH2:4][CH2:3]1.O[N:31]=[C:32]([NH2:38])[CH2:33][S:34]([CH3:37])(=[O:36])=[O:35]>>[OH:1][CH:2]1[CH2:7][CH2:6][N:5]([C:8]([N:10]2[CH2:15][CH:14]([C:16]3[CH:21]=[CH:20][C:19]([CH3:22])=[C:18]([C:23]([F:24])([F:26])[F:25])[CH:17]=3)[CH2:13][CH:12]([C:27]3[O:29][N:38]=[C:32]([CH2:33][S:34]([CH3:37])(=[O:36])=[O:35])[N:31]=3)[CH2:11]2)=[O:9])[CH2:4][CH2:3]1. Procedure: 100 mg (0.24 mmol) of the compound from Example 163A and 55 mg (0.36 mmol) of N′-hydroxy -2-(methylsulphonyl)ethanimidamide were reacted according to the General Method 2. Yield: 72 mg (56% of theory)